Dataset: the Open Reaction Database (ORD), a public repository of structured organic reaction records. Task: describe an organic reaction: reactants, conditions, products, and yield The reactants are [OH-].[Na+] (Sodium hydroxide), ClC=1C=C(C=CC1OC(C)C)C1=NC(=NO1)C=1C=C(C=C2C(=CNC12)CCC(=O)OCC)F (Ethyl 3-[7-(5-{3-chloro-4-[(1-methylethyl)oxy]phenyl}-1,2,4-oxadiazol-3-yl)-5-fluoro-1H-indol-3-yl]propanoate), Cl (HCl). The solvent is C1CCOC1 (THF), O (water). Run at temperature 90 celsius, time 1 hour. Product: ClC=1C=C(C=CC1OC(C)C)C1=NC(=NO1)C=1C=C(C=C2C(=CNC12)CCC(=O)O)F (3-[7-(5-{3-chloro-4-[(1-methylethyl)oxy]phenyl}-1,2,4-oxadiazol-3-yl)-5-fluoro-1H-indol-3-yl]propanoic acid). Isolated yield 54.5%. RXN SMILES: [OH-].[Na+].[Cl:3][C:4]1[CH:5]=[C:6]([C:14]2[O:18][N:17]=[C:16]([C:19]3[CH:20]=[C:21]([F:35])[CH:22]=[C:23]4[C:27]=3[NH:26][CH:25]=[C:24]4[CH2:28][CH2:29][C:30]([O:32]CC)=[O:31])[N:15]=2)[CH:7]=[CH:8][C:9]=1[O:10][CH:11]([CH3:13])[CH3:12].Cl>C1COCC1.O>[Cl:3][C:4]1[CH:5]=[C:6]([C:14]2[O:18][N:17]=[C:16]([C:19]3[CH:20]=[C:21]([F:35])[CH:22]=[C:23]4[C:27]=3[NH:26][CH:25]=[C:24]4[CH2:28][CH2:29][C:30]([OH:32])=[O:31])[N:15]=2)[CH:7]=[CH:8][C:9]=1[O:10][CH:11]([CH3:13])[CH3:12] |f:0.1|. Reported procedure: Sodium hydroxide (40 mg) was added to a solution of ethyl 3-[7-(5-{3-chloro-4-[(1-methylethyl)oxy]phenyl}-1,2,4-oxadiazol-3-yl)-5-fluoro-1H-indol-3-yl]propanoate (D137) (287 mg) in THF (3 mL) and water (3 mL). The reaction mixture was stirred at 90° C. for 1 hour. Then 0.5 M HCl was added until pH was about 6. The solvent was concentrated, and the residue was dissolved in water. The precipitated solid was purified by MDAP to afford 3-[7-(5-{3-chloro-4-[(1-methylethyl)oxy]phenyl}-1,2,4-oxadiazol-...